From a dataset of the Open Reaction Database (ORD), a public repository of structured organic reaction records. describe an organic reaction: reactants, conditions, products, and yield The product is CC1CN(Cc2ccnc3cccnc23)CC1c1nc2c(cnn2C(C)C)c(=O)[nH]1. RXN SMILES: [CH:1]([CH3:2])([CH3:3])[n:4]1[n:5][cH:6][c:7]2[c:8]1[n:9][c:10]([CH:14]1[CH2:15][NH:16][CH2:17][CH:18]1[CH3:19])[nH:11][c:12]2=[O:13].[n:20]1[cH:21][cH:22][c:23]([CH:30]=[O:31])[c:24]2[n:25][cH:26][cH:27][cH:28][c:29]12>>[CH:1]([CH3:2])([CH3:3])[n:4]1[n:5][cH:6][c:7]2[c:8]1[n:9][c:10]([CH:14]1[CH2:15][N:16]([CH2:30][c:23]3[cH:22][cH:21][n:20][c:29]4[c:24]3[n:25][cH:26][cH:27][cH:28]4)[CH2:17][CH:18]1[CH3:19])[nH:11][c:12]2=[O:13]. The reactants are CC1CNCC1c1nc2c(cnn2C(C)C)c(=O)[nH]1, O=Cc1ccnc2cccnc12. Reactants: O=Cc1ccc(Br)cc1, Cc1ccccc1, [K+], [K+], O=C([O-])[O-], OB(O)c1ccc(F)cc1. Product: O=Cc1ccc(-c2ccc(F)cc2)cc1. RXN SMILES: [Br:1][c:2]1[cH:3][cH:4][c:5]([CH:6]=[O:7])[cH:8][cH:9]1.[CH3:26][c:27]1[cH:28][cH:29][cH:30][cH:31][cH:32]1.[K+:20].[K+:21].[O-:22][C:23]([O-:24])=[O:25].[OH:10][B:11]([OH:12])[c:13]1[cH:14][cH:15][c:16]([F:17])[cH:18][cH:19]1>>[c:2]1(-[c:13]2[cH:14][cH:15][c:16]([F:17])[cH:18][cH:19]2)[cH:3][cH:4][c:5]([CH:6]=[O:7])[cH:8][cH:9]1. Starting materials: SC1=CC=NC=C1 (4-mercaptopyridine), C1(=CC=C(C=C1)S(=O)(=O)OCC1N=C(SC1)NC(OC(C)(C)C)=O)C (tert-butyl N-[(4RS)-4-(p-toluenesulfonyl-oxymethyl)-4,5-dihydro-2-thiazolyl]carbamate), C([O-])([O-])=O.[K+].[K+] (potassium carbonate). The solvent is C(C)(=O)OCC (ethyl acetate), C(C)#N (acetonitrile). Product: N1=CC=C(C=C1)SCC1N=C(SC1)NC(OC(C)(C)C)=O (tert-butyl N-[(4RS)-4-(4-pyridylsulphanylmethyl)-4,5-dihydro-2-thiazolyl]carbamate). Yield: 28.2%. As a reaction SMILES: C1(C)C=CC(S(O[CH2:11][CH:12]2[CH2:16][S:15][C:14]([NH:17][C:18](=[O:24])[O:19][C:20]([CH3:23])([CH3:22])[CH3:21])=[N:13]2)(=O)=O)=CC=1.[SH:26][C:27]1[CH:32]=[CH:31][N:30]=[CH:29][CH:28]=1.C(=O)([O-])[O-].[K+].[K+]>C(#N)C.C(OCC)(=O)C>[N:30]1[CH:31]=[CH:32][C:27]([S:26][CH2:11][CH:12]2[CH2:16][S:15][C:14]([NH:17][C:18](=[O:24])[O:19][C:20]([CH3:21])([CH3:22])[CH3:23])=[N:13]2)=[CH:28][CH:29]=1 |f:2.3.4|. Procedure: a suspension of 1.5 g of tert-butyl N-[(4RS)-4-(p-toluenesulfonyl-oxymethyl)-4,5-dihydro-2-thiazolyl]carbamate in 50 cm3 of acetonitrile is heated until the reagent has dissolved and 0.604 g of 4-mercaptopyridine is then added with stirring. After cooling to a temperature in the region of 20° C., 1.07 g of potassium carbonate are added. After stirring for 48 hours at a temperature in the region of 20° C., the reaction mixture is filtered. The filtrate is concentrated under reduced pressure (1 kP... Reactants: FC1=CC=C(C=C1)C=1N=C(NC1C1=CC=C(C=C1)F)S(=O)(=O)C(C(F)F)(F)F (4,5-bis(4-fluorophenyl)-2-(1,1,2,2-tetrafluoroethylsulfonyl)imidazole), 4,5l -bis(4-fluorophenyl)-2-(1,1,2,2-tetrafluoroethylsulfonyl)imidazole, C[O-].[Na+] (sodium methoxide), [Na] (sodium). The solvent is CCOCC (ether). Run at time 8 hour. The product is [Na].FC1=CC=C(C=C1)C=1N=C(NC1C1=CC=C(C=C1)F)S(=O)(=O)C(C(F)F)(F)F (4,5-bis(4-Fluorophenyl)-2-(1,1,2,2-tetrafluoroethylsulfonyl)imidazole Sodium Salt). As a reaction SMILES: C[O-].[Na+].[Na:4].[F:5][C:6]1[CH:11]=[CH:10][C:9]([C:12]2[N:13]=[C:14]([S:24]([C:27]([F:32])([F:31])[CH:28]([F:30])[F:29])(=[O:26])=[O:25])[NH:15][C:16]=2[C:17]2[CH:22]=[CH:21][C:20]([F:23])=[CH:19][CH:18]=2)=[CH:8][CH:7]=1>CCOCC>[Na:4].[F:5][C:6]1[CH:11]=[CH:10][C:9]([C:12]2[N:13]=[C:14]([S:24]([C:27]([F:32])([F:31])[CH:28]([F:29])[F:30])(=[O:25])=[O:26])[NH:15][C:16]=2[C:17]2[CH:18]=[CH:19][C:20]([F:23])=[CH:21][CH:22]=2)=[CH:8][CH:7]=1 |f:0.1,5.6,^1:3,37|. Procedure details: A mixture of 4,5l -bis(4-fluorophenyl)-2-(1,1,2,2-tetrafluoroethylsulfonyl)imidazole (5.0 g., 0.0119 mole), sodium methoxide (0.6 g., 0.0111 mole) and ether (300 ml.) is stirred overnight at room temperature. The solid is collected and washed with ether to give 2.1 g. of the sodium salt of 4,5-bis(4-fluorophenyl)-2-(1,1,2,2-tetrafluoroethylsulfonyl)imidazole, m.p. 290°-292°. The reactants are BrBr (bromine), FC(C1=CC=C(C=C1)C(CC)=O)(F)F (p-trifluoromethylpropiophenone). Run in C(C)(=O)O (acetic acid), C(C)(=O)O (acetic acid). Conditions: temperature 40 celsius, time 90 minute. Yields the product BrC(C(=O)C1=CC=C(C=C1)C(F)(F)F)C (2-Bromo-1-[4-(trifluoromethyl)phenyl]propan-1-one). The yield is 92.0%. As a reaction SMILES: [F:1][C:2]([F:14])([F:13])[C:3]1[CH:8]=[CH:7][C:6]([C:9](=[O:12])[CH2:10][CH3:11])=[CH:5][CH:4]=1.[Br:15]Br>C(O)(=O)C>[Br:15][CH:10]([CH3:11])[C:9]([C:6]1[CH:5]=[CH:4][C:3]([C:2]([F:13])([F:14])[F:1])=[CH:8][CH:7]=1)=[O:12]. Reported procedure: Add p-trifluoromethylpropiophenone (75 g, 360 mmol, 1.0 equiv) to acetic acid (375 mL). Add bromine (18.1 mL, 352 mmol, 0.98 equiv) in acetic acid (375 mL) in a drop-wise fashion over 45 minutes. After completion of the addition, warm the mixture to an internal temperature of 40° C., and stir for 90 minutes. Remove the volatile components under reduced pressure, and dissolve the residue in Et2O (300 mL). Treat with a saturated sodium bicarbonate aqueous solution (4×200 mL) being cautious of vigo... Reactants: N1=CNC2=C1CCC(C2)C(=O)O (4,5,6,7-tetrahydrobenzimidazole-5-carboxylic acid), ClC=1C=C(OCCCN)C=CC1 (3-(3-chlorophenoxy)propylamine). The product is Cl.ClC=1C=C(OCCCNC(=O)C2CC3=C(NC=N3)CC2)C=CC1 (4,5,6,7-Tetrahydro-1H-benzimidazole-5-carboxylic acid [3-(3-chlorophenoxy)propyl]amide, hydrochloride). RXN SMILES: [N:1]1[C:5]2[CH2:6][CH2:7][CH:8]([C:10]([OH:12])=O)[CH2:9][C:4]=2[NH:3][CH:2]=1.[Cl:13][C:14]1[CH:15]=[C:16]([CH:22]=[CH:23][CH:24]=1)[O:17][CH2:18][CH2:19][CH2:20][NH2:21]>>[ClH:13].[Cl:13][C:14]1[CH:15]=[C:16]([CH:22]=[CH:23][CH:24]=1)[O:17][CH2:18][CH2:19][CH2:20][NH:21][C:10]([CH:8]1[CH2:7][CH2:6][C:5]2[NH:1][CH:2]=[N:3][C:4]=2[CH2:9]1)=[O:12] |f:2.3|. Reported procedure: By a similar procedure as described in Example 65, the title compound was prepared from 4,5,6,7-tetrahydrobenzimidazole-5-carboxylic acid and 3-(3-chlorophenoxy)propylamine.